Dataset: the Open Reaction Database (ORD), a public repository of structured organic reaction records. Task: describe an organic reaction: reactants, conditions, products, and yield Starting materials: C1(CCC1)C(=O)O (cyclobutane carboxylic acid), Cl (HCl), [Li+].CC(C)[N-]C(C)C (LDA), BrCCC1CC1 (bromoethylcyclopropane). Run in C1CCOC1 (THF), C1CCOC1 (THF). Reaction conditions: time 2 hour. Product: C1(CC1)CC1(CCC1)C(=O)O (1-(cyclopropylmethyl)cyclobutanecarboxylic acid). Isolated yield 124.5%. RXN SMILES: [Li+].CC([N-]C(C)C)C.[CH:9]1([C:13]([OH:15])=[O:14])[CH2:12][CH2:11][CH2:10]1.BrC[CH2:18][CH:19]1[CH2:21][CH2:20]1.Cl>C1COCC1>[CH:19]1([CH2:18][C:9]2([C:13]([OH:15])=[O:14])[CH2:12][CH2:11][CH2:10]2)[CH2:21][CH2:20]1 |f:0.1|. Procedure: To a solution of LDA (100 ml, 2.0 M THF solution) in THF (100 ml) was added dropwise over a period of 20 minutes at 0° C., a solution of cyclobutane carboxylic acid (10 g, 0.1 mol) in THF (15 ml). The resulting mixture was stirred at RT for 2 h then bromoethylcyclopropane (15 g, 0.11 mol) was added dropwise and the mixture was stirred at RT. overnight. To the reaction mixture was added 2N HCl and the mixture was extracted with EtOAc. The organic layer was washed with water and brine to afford th... The reactants are O(S(=O)(=O)C(F)(F)F)[Si](C)(C)C (Trimethylsilyl triflate), N1C(=O)NC(=O)C(C)=C1 (thymine), C/C(=N\[Si](C)(C)C)/O[Si](C)(C)C (N,O-bis(trimethylsilyl)acetamide), C(C=C)[C@@]1([C@H](C(OC(C)=O)O[C@@H]1COCC1=CC=CC=C1)OC(C)=O)OCC1=CC=CC=C1 (3-C-Allyl-1,2-di-O-acetyl-3,5-di-O-benzyl-D-ribofuranose), ice, C(O)([O-])=O.[Na+] (sodium hydrogencarbonate). The solvent is C(C)#N (acetonitrile). Run at temperature 0 celsius. The product is C(C)(=O)O[C@H]1[C@@H](O[C@@H]([C@]1(OCC1=CC=CC=C1)CC=C)COCC1=CC=CC=C1)N1C(=O)NC(=O)C(C)=C1 (1-(2-O-Acetyl-3-C-allyl-3,5-di-O-benzyl-β-D-ribofuranosyl)thymine), material. Yield: 86.0%. Reaction SMILES: [CH2:1]([C@@:4]1([O:26][CH2:27][C:28]2[CH:33]=[CH:32][CH:31]=[CH:30][CH:29]=2)[C@@H:12]([CH2:13][O:14][CH2:15][C:16]2[CH:21]=[CH:20][CH:19]=[CH:18][CH:17]=2)[O:11][CH:6](OC(=O)C)[C@@H:5]1[O:22][C:23](=[O:25])[CH3:24])[CH:2]=[CH2:3].[NH:34]1[CH:42]=[C:40]([CH3:41])[C:38](=[O:39])[NH:37][C:35]1=[O:36].C/C(/O[Si](C)(C)C)=N\[Si](C)(C)C.O([Si](C)(C)C)S(C(F)(F)F)(=O)=O.C(=O)([O-])O.[Na+]>C(#N)C>[C:23]([O:22][C@@H:5]1[C@:4]([CH2:1][CH:2]=[CH2:3])([O:26][CH2:27][C:28]2[CH:29]=[CH:30][CH:31]=[CH:32][CH:33]=2)[C@@H:12]([CH2:13][O:14][CH2:15][C:16]2[CH:21]=[CH:20][CH:19]=[CH:18][CH:17]=2)[O:11][C@H:6]1[N:34]1[CH:42]=[C:40]([CH3:41])[C:38](=[O:39])[NH:37][C:35]1=[O:36])(=[O:25])[CH3:24] |f:4.5|. Reported procedure: To a stirred solution of the anomeric mixture 0C (β:α˜2:1, 11.8 g, 26.0 mmol) (P. Nielsen, H. M. Pfundheller and J. Wengel, Chem. Commun., 1997, 825; P. Nielsen, H. M. Pfundheller, C. E. Olsen and J. Wengel, J. Chem. Soc., Perkin Trans. 1, 1997, in the press) and thymine (6.55 g, 52.0 mmol) in anhydrous acetonitrile (250 cm3) was added N,O-bis(trimethylsilyl)acetamide (44.9 cm3, 182 mmol). The reaction mixture was stirred at reflux for 1 h and cooled to 0° C. Trimethylsilyl triflate (8.00 cm3, 4... Starting materials: FC(C1=CC=C(OC2=CC=C(C=C2)O)C=C1)(F)F (4-(4-trifluoromethyl-phenoxy)-phenol), CN(C(=O)Cl)C1=CC=CC=C1 (N-methyl-N-phenylcarbamoyl chloride). The product is FC(C1=CC=C(OC2=CC=C(C=C2)OC(N(C2=CC=CC=C2)C)=O)C=C1)(F)F (Methyl-phenyl-carbamic acid 4-(4-trifluoromethyl-phenoxy)-phenyl ester). Reaction SMILES: [F:1][C:2]([F:18])([F:17])[C:3]1[CH:16]=[CH:15][C:6]([O:7][C:8]2[CH:13]=[CH:12][C:11]([OH:14])=[CH:10][CH:9]=2)=[CH:5][CH:4]=1.[CH3:19][N:20]([C:24]1[CH:29]=[CH:28][CH:27]=[CH:26][CH:25]=1)[C:21](Cl)=[O:22]>>[F:1][C:2]([F:17])([F:18])[C:3]1[CH:16]=[CH:15][C:6]([O:7][C:8]2[CH:9]=[CH:10][C:11]([O:14][C:21](=[O:22])[N:20]([CH3:19])[C:24]3[CH:29]=[CH:28][CH:27]=[CH:26][CH:25]=3)=[CH:12][CH:13]=2)=[CH:5][CH:4]=1. Procedure: The title compound was prepared from 4-(4-trifluoromethyl-phenoxy)-phenol and N-methyl-N-phenylcarbamoyl chloride. The crude product was purified by preparative HPLC (78%, white crystals). HPLC-MS m/z=388.0 (M+1), Rt: 5.59 min. Starting materials: COc1ccc(C2=CCNCC2)cc1OC, CCOC(C)=O, O=C1CCCN1C(=O)NCCCCl, [I-], [K+], [K+], [Na+], O=C([O-])[O-], CN(C)C=O, COc1ccc(C2(O)CCNCC2)cc1OC, Cc1ccc(S(=O)(=O)O)cc1. Yields the product COc1ccc(C2=CCN(CCCNC(=O)N3CCCC3=O)CC2)cc1OC. RXN SMILES: [CH3:1][O:2][c:3]1[cH:4][c:5]([C:11]2=[CH:12][CH2:13][NH:14][CH2:15][CH2:16]2)[cH:6][cH:7][c:8]1[O:9][CH3:10].[CH3:71][CH2:72][O:73][C:74](=[O:75])[CH3:76].[Cl:45][CH2:46][CH2:47][CH2:48][NH:49][C:50](=[O:51])[N:52]1[C:53](=[O:57])[CH2:54][CH2:55][CH2:56]1.[I-:64].[K+:58].[K+:59].[Na+:65].[O-:60][C:61]([O-:62])=[O:63].[O:66]=[CH:67][N:68]([CH3:69])[CH3:70].[OH:17][C:18]1([c:19]2[cH:20][cH:21][c:22]([O:23][CH3:24])[c:25]([O:26][CH3:27])[cH:28]2)[CH2:29][CH2:30][NH:31][CH2:32][CH2:33]1.[c:34]1([CH3:35])[cH:36][cH:37][c:38]([S:39]([OH:40])(=[O:41])=[O:42])[cH:43][cH:44]1>>[CH3:1][O:2][c:3]1[cH:4][c:5]([C:11]2=[CH:12][CH2:13][N:14]([CH2:46][CH2:47][CH2:48][NH:49][C:50](=[O:51])[N:52]3[C:53](=[O:57])[CH2:54][CH2:55][CH2:56]3)[CH2:15][CH2:16]2)[cH:6][cH:7][c:8]1[O:9][CH3:10]. Starting materials: C(C1=CC=CC=C1)(=O)Cl (benzoyl chloride), N[C@H](C(=O)N1CC2=C(CC1)C(OC2(C2=CC=CC=C2)CC(C)C)=O)CC2=CC=CC=C2 (5-((S)-2-amino-3-phenylpropanoyl)-3-isobutyl-3-phenyl-4,5,6,7-tetrahydrofuro[3,4-c]pyridin-1(3H)-one). Yields the product C(C(C)C)C1(OC(C2=C1CN(CC2)C([C@H](CC2=CC=CC=C2)NC(C2=CC=CC=C2)=O)=O)=O)C2=CC=CC=C2 (N-((2S)-1-(3-isobutyl-1-oxo-3-phenyl-6,7-dihydrofuro[3,4-c]pyridin-5 (1H,3H,4H)-yl)-1-oxo-3-phenylpropan-2-yl)benzamide). As a reaction SMILES: [C:1](Cl)(=[O:8])[C:2]1[CH:7]=[CH:6][CH:5]=[CH:4][CH:3]=1.[NH2:10][C@@H:11]([CH2:34][C:35]1[CH:40]=[CH:39][CH:38]=[CH:37][CH:36]=1)[C:12]([N:14]1[CH2:19][CH2:18][C:17]2[C:20](=[O:33])[O:21][C:22]([CH2:29][CH:30]([CH3:32])[CH3:31])([C:23]3[CH:28]=[CH:27][CH:26]=[CH:25][CH:24]=3)[C:16]=2[CH2:15]1)=[O:13]>>[CH2:29]([C:22]1([C:23]2[CH:28]=[CH:27][CH:26]=[CH:25][CH:24]=2)[C:16]2[CH2:15][N:14]([C:12](=[O:13])[C@@H:11]([NH:10][C:1](=[O:8])[C:2]3[CH:7]=[CH:6][CH:5]=[CH:4][CH:3]=3)[CH2:34][C:35]3[CH:36]=[CH:37][CH:38]=[CH:39][CH:40]=3)[CH2:19][CH2:18][C:17]=2[C:20](=[O:33])[O:21]1)[CH:30]([CH3:32])[CH3:31]. Procedure details: The procedure described for R06039-427 was employed to convert benzoyl chloride (6 mg, 0.041 mmol) to 5-((S)-2-amino-3-phenylpropanoyl)-3-isobutyl-3-phenyl-4,5,6,7-tetrahydrofuro[3,4-c]pyridin-1(3H)-one (16 mg, 0.037 mmol) to provide N-((2S)-1-(3-isobutyl-1-oxo-3-phenyl-6,7-dihydrofuro[3,4-c]pyridin-5 (1H,3H,4H)-yl)-1-oxo-3-phenylpropan-2-yl)benzamide. The desired product was purified by column chromatography (4 g, SiO2, 0 to 100% dichloromethane/diethylether in hexanes) and isolated as a colorl... The reactants are CC1=CC(=NC=C1[N+](=O)[O-])C(=O)OCC (ethyl 4-methyl-5-nitropyridine-2-carboxylate), COC(N(C)C)OC (dimethylformamide-dimethylacetal). Run in CN(C)C=O (DMF). Conditions: temperature 90 celsius. Yields the product CN(/C=C/C1=CC(=NC=C1[N+](=O)[O-])C(=O)OCC)C (Ethyl 4-[(E)-2-(dimethylamino)vinyl]-5-nitropyridine-2-carboxylate). As a reaction SMILES: [CH3:1][C:2]1[C:7]([N+:8]([O-:10])=[O:9])=[CH:6][N:5]=[C:4]([C:11]([O:13][CH2:14][CH3:15])=[O:12])[CH:3]=1.CO[CH:18](OC)[N:19]([CH3:21])[CH3:20]>CN(C=O)C>[CH3:18][N:19]([CH3:21])/[CH:20]=[CH:1]/[C:2]1[C:7]([N+:8]([O-:10])=[O:9])=[CH:6][N:5]=[C:4]([C:11]([O:13][CH2:14][CH3:15])=[O:12])[CH:3]=1. Reported procedure: A mixture of ethyl 4-methyl-5-nitropyridine-2-carboxylate (39.5 g, 0.19 mol), dimethylformamide-dimethylacetal (DMF-DMA) (30.6 g, 0.26 mol, 1.35 eq) in DMF (470 mL) was heated to 90° C. for 30 min. The solvent was removed in vacuo. The residue (78 g) was used without further purification in the next step.